Dataset: the Open Reaction Database (ORD), a public repository of structured organic reaction records. Task: describe an organic reaction: reactants, conditions, products, and yield The reactants are CCOC(=O)c1ccc2c(c1)C(C)(C)CC(c1ccccc1NS(=O)(=O)c1cccnc1)N2, CCO, [Li+], [Na+], [OH-], [OH-], O, O. The product is CC1(C)CC(c2ccccc2NS(=O)(=O)c2cccnc2)Nc2ccc(C(=O)O)cc21. Reaction SMILES: [CH3:1][C:2]1([CH3:33])[CH2:3][CH:4]([c:17]2[c:18]([NH:23][S:24](=[O:25])(=[O:26])[c:27]3[cH:28][n:29][cH:30][cH:31][cH:32]3)[cH:19][cH:20][cH:21][cH:22]2)[NH:5][c:6]2[cH:7][cH:8][c:9]([C:12](=[O:13])[O:14][CH2:15][CH3:16])[cH:10][c:11]21.[CH3:39][CH2:40][OH:41].[Li+:36].[Na+:38].[OH-:35].[OH-:37].[OH2:34].[OH2:42]>>[CH3:1][C:2]1([CH3:33])[CH2:3][CH:4]([c:17]2[c:18]([NH:23][S:24](=[O:25])(=[O:26])[c:27]3[cH:28][n:29][cH:30][cH:31][cH:32]3)[cH:19][cH:20][cH:21][cH:22]2)[NH:5][c:6]2[cH:7][cH:8][c:9]([C:12](=[O:13])[OH:14])[cH:10][c:11]21.